From a dataset of the Open Reaction Database (ORD), a public repository of structured organic reaction records. describe an organic reaction: reactants, conditions, products, and yield The reactants are N1CCOCC1 (morpholine), C(C1=CC=CC=C1)C(C(=O)OCC)CS(=O)(=O)Cl (ethyl 2-benzyl-3-chlorosulphonyl-propionate), Cl (hydrochloric acid). Procedure details: 6.6 g (75.8 mmol) of morpholine are added dropwise at -10° to a solution of 6.23 g (21.4 mmol) of ethyl 2-benzyl-3-chlorosulphonyl-propionate (EPA 0236734) in 150 ml of methylene chloride. The solution is stirred at -10° for 1 hour and at 0° for 1 hour and subsequently acidified with 1N hydrochloric acid. The organic phase is then extracted with 50 ml of water, dried over sodium sulphate and evaporated. For purification, the residue (7.64 g) is chromatographed on 300 g of silica gel using methyl... The solvent is C(Cl)Cl (methylene chloride). The product is O1CCN(CC1)S(=O)(=O)CC(C(=O)OCC)CC1=CC=CC=C1 (ethyl (RS)-α-[(morpholinosulphonyl)methyl]-hydrocinnamate). Conditions: time 1 hour. As a reaction SMILES: [NH:1]1[CH2:6][CH2:5][O:4][CH2:3][CH2:2]1.[CH2:7]([CH:14]([CH2:20][S:21](Cl)(=[O:23])=[O:22])[C:15]([O:17][CH2:18][CH3:19])=[O:16])[C:8]1[CH:13]=[CH:12][CH:11]=[CH:10][CH:9]=1.Cl>C(Cl)Cl>[O:4]1[CH2:5][CH2:6][N:1]([S:21]([CH2:20][CH:14]([CH2:7][C:8]2[CH:9]=[CH:10][CH:11]=[CH:12][CH:13]=2)[C:15]([O:17][CH2:18][CH3:19])=[O:16])(=[O:23])=[O:22])[CH2:2][CH2:3]1. The yield is 92.8%. Reactants: FC=1C(=C(NC2=C(C=C(C=C2)I)F)C=C(C1)F)[N+](=O)[O-] (3,5-difluoro-N-(2-fluoro-4-iodophenyl)-2-nitroaniline), OC=1C=C(CNS(=O)(=O)NC(OC(C)(C)C)=O)C=CC1 (tert-butyl [(3-hydroxybenzyl)sulfamoyl]carbamate), C([O-])([O-])=O.[Cs+].[Cs+] (caesium carbonate), FC=1C(=C(NC2=C(C=C(C=C2)I)F)C=C(C1)F)[N+](=O)[O-] (3,5-difluoro-N-(2-fluoro-4-iodophenyl)-2-nitroaniline), OC=1C=C(CNS(=O)(=O)NC(OC(C)(C)C)=O)C=CC1 (tert-butyl [(3-hydroxybenzyl)sulfamoyl]carbamate), OC=1C=C(CNS(=O)(=O)NC(OC(C)(C)C)=O)C=CC1 (tert-butyl [(3-hydroxybenzyl)sulfamoyl]carbamate), C([O-])([O-])=O.[Cs+].[Cs+] (caesium carbonate). The solvent is CN(C)C=O (DMF). Run at time 3 day. Yields the product FC=1C=C(C(=C(OC=2C=C(CNS(=O)(=O)NC(OC(C)(C)C)=O)C=CC2)C1)[N+](=O)[O-])NC1=C(C=C(C=C1)I)F (tert-butyl [(3-{5-fluoro-3-[(2-fluoro-4-iodophenyl)amino]-2-nitrophenoxy}benzyl)sulfamoyl]carbamate). Yield: 140.5%. Reaction SMILES: F[C:2]1[C:3]([N+:18]([O-:20])=[O:19])=[C:4]([CH:14]=[C:15]([F:17])[CH:16]=1)[NH:5][C:6]1[CH:11]=[CH:10][C:9]([I:12])=[CH:8][C:7]=1[F:13].[OH:21][C:22]1[CH:23]=[C:24]([CH:38]=[CH:39][CH:40]=1)[CH2:25][NH:26][S:27]([NH:30][C:31](=[O:37])[O:32][C:33]([CH3:36])([CH3:35])[CH3:34])(=[O:29])=[O:28].C(=O)([O-])[O-].[Cs+].[Cs+]>CN(C=O)C>[F:17][C:15]1[CH:14]=[C:4]([NH:5][C:6]2[CH:11]=[CH:10][C:9]([I:12])=[CH:8][C:7]=2[F:13])[C:3]([N+:18]([O-:20])=[O:19])=[C:2]([CH:16]=1)[O:21][C:22]1[CH:23]=[C:24]([CH:38]=[CH:39][CH:40]=1)[CH2:25][NH:26][S:27]([NH:30][C:31](=[O:37])[O:32][C:33]([CH3:36])([CH3:35])[CH3:34])(=[O:29])=[O:28] |f:2.3.4|. Procedure details: 2.0 g of 3,5-difluoro-N-(2-fluoro-4-iodophenyl)-2-nitroaniline (Intermediate 1A; 64% pure, 3.25 mmol, 1 eq.), 0.98 g tert-butyl [(3-hydroxybenzyl)sulfamoyl]carbamate (Intermediate 2A; 3.24 mmol, 1 eq.) and 1.6 g caesium carbonate (4.9 mmol, 1.5 eq.) were suspended in 25 mL DMF and stirred in a closed vial at rt for 3 days. Additional 0.4 eq. tert-butyl [(3-hydroxybenzyl)sulfamoyl]carbamate and 0.4 eq. caesium carbonate were added and stirring was continued for 2 days. The reaction mixture was pa... The reactants are C(C1=CC=CC=C1)Cl (benzyl chloride), CN1C(OC(NC1=O)=O)=O (3-methyl-1,3,5-oxadiazine-2,4,6-trione). Product: CN1C(OC(N(C1=O)CC1=CC=CC=C1)=O)=O (3-methyl-5-benzyl-1,3,5oxadiazine-2,4,6-trione). Isolated yield 83.0%. RXN SMILES: [CH2:1](Cl)[C:2]1[CH:7]=[CH:6][CH:5]=[CH:4][CH:3]=1.[CH3:9][N:10]1[C:15](=[O:16])[NH:14][C:13](=[O:17])[O:12][C:11]1=[O:18]>>[CH3:9][N:10]1[C:15](=[O:16])[N:14]([CH2:1][C:2]2[CH:7]=[CH:6][CH:5]=[CH:4][CH:3]=2)[C:13](=[O:17])[O:12][C:11]1=[O:18]. Procedure: The process described in example 1 is carried out. 15.2 g of benzyl chloride (0.12 mole) are added to the obtained solution of the salt of 3-methyl-1,3,5-oxadiazine-2,4,6-trione. After 3 hours of reaction at a temperature of 60° C., one obtains 19.4 g of 3-methyl-5-benzyl-1,3,5oxadiazine-2,4,6-trione (yield: 83%) which is an asymmetrical disubstituted 1,3,5-oxadiazine trione of the formula (III). The reactants are [Br-], COC(C)(C)C, C[P+](c1ccccc1)(c1ccccc1)c1ccccc1, O=CC1CCC(C#Cc2ccc(-c3ccc(F)cc3)cc2)CC1. The product is C=CC1CCC(C#Cc2ccc(-c3ccc(F)cc3)cc2)CC1. RXN SMILES: [Br-:30].[CH3:24][O:25][C:26]([CH3:27])([CH3:28])[CH3:29].[CH3:31][P+:32]([c:33]1[cH:34][cH:35][cH:36][cH:37][cH:38]1)([c:39]1[cH:40][cH:41][cH:42][cH:43][cH:44]1)[c:45]1[cH:46][cH:47][cH:48][cH:49][cH:50]1.[F:1][c:2]1[cH:3][cH:4][c:5](-[c:8]2[cH:9][cH:10][c:11]([C:14]#[C:15][CH:16]3[CH2:17][CH2:18][CH:19]([CH:22]=[O:23])[CH2:20][CH2:21]3)[cH:12][cH:13]2)[cH:6][cH:7]1>>[F:1][c:2]1[cH:3][cH:4][c:5](-[c:8]2[cH:9][cH:10][c:11]([C:14]#[C:15][CH:16]3[CH2:17][CH2:18][CH:19]([CH:22]=[CH2:24])[CH2:20][CH2:21]3)[cH:12][cH:13]2)[cH:6][cH:7]1. The reactants are FC(C1=CC=C(C(=O)Cl)C=C1)(F)F (4-Trifluoromethylbenzoyl chloride), COC1=C(C=CC=C1)OC (1,2-dimethoxybenzene), [Sn](Cl)(Cl)(Cl)Cl (Tin (IV) chloride), Cl (hydrochloric acid), ice water. Solvent: ClCCl (dichloromethane). Reaction conditions: time 45 minute. The product is COC=1C=C(C(=O)C2=CC=C(C=C2)C(F)(F)F)C=CC1OC (3,4-dimethoxy-4′-trifluoromethylbenzophenone). As a reaction SMILES: [F:1][C:2]([F:13])([F:12])[C:3]1[CH:11]=[CH:10][C:6]([C:7](Cl)=[O:8])=[CH:5][CH:4]=1.[CH3:14][O:15][C:16]1[CH:21]=[CH:20][CH:19]=[CH:18][C:17]=1[O:22][CH3:23].[Sn](Cl)(Cl)(Cl)Cl.Cl>ClCCl>[CH3:14][O:15][C:16]1[CH:21]=[C:20]([CH:19]=[CH:18][C:17]=1[O:22][CH3:23])[C:7]([C:6]1[CH:10]=[CH:11][C:3]([C:2]([F:13])([F:12])[F:1])=[CH:4][CH:5]=1)=[O:8]. Procedure details: 4-Trifluoromethylbenzoyl chloride (200 grams), 1,2-dimethoxybenzene (128 mL), and dichloromethane (1800 mL) were combined in a reaction flask under a nitrogen atmosphere. Tin (IV) chloride (168 mL) was added to the reaction mixture slowly drop-wise over 45 minutes. The reaction mixture was heated to reflux for 11 hours. It was subsequently cooled to room temperature and slowly poured into a mixture of 200 mL of hydrochloric acid and 1800 mL of ice water. The layers were phase separated. The orga... Starting materials: Cc1cc(C)c(CNC(=O)c2cc(C3=CCN(C(=O)OC(C)(C)C)CC3)nc3c2cnn3C(C)C)c(=O)[nH]1, ClCCl, O=C(O)C(F)(F)F. The product is Cc1cc(C)c(CNC(=O)c2cc(C3=CCNCC3)nc3c2cnn3C(C)C)c(=O)[nH]1. RXN SMILES: [CH3:1][c:2]1[c:3]([CH2:10][NH:11][C:12](=[O:13])[c:14]2[c:15]3[c:16]([n:17][c:18]([C:20]4=[CH:21][CH2:22][N:23]([C:26]([O:27][C:28]([CH3:29])([CH3:30])[CH3:31])=[O:32])[CH2:24][CH2:25]4)[cH:19]2)[n:33]([CH:36]([CH3:37])[CH3:38])[n:34][cH:35]3)[c:4](=[O:9])[nH:5][c:6]([CH3:8])[cH:7]1.[Cl:39][CH2:40][Cl:41].[F:42][C:43]([F:44])([F:45])[C:46]([OH:47])=[O:48]>>[CH3:1][c:2]1[c:3]([CH2:10][NH:11][C:12](=[O:13])[c:14]2[c:15]3[c:16]([n:17][c:18]([C:20]4=[CH:21][CH2:22][NH:23][CH2:24][CH2:25]4)[cH:19]2)[n:33]([CH:36]([CH3:37])[CH3:38])[n:34][cH:35]3)[c:4](=[O:9])[nH:5][c:6]([CH3:8])[cH:7]1. Reaction SMILES: [N+:1]([C:4]1[CH:5]=[C:6]([CH:9]=[CH:10][CH:11]=1)[CH:7]=O)([O-:3])=[O:2].[C:12]([O:18][CH2:19][CH2:20][O:21][CH2:22][CH2:23][CH3:24])(=[O:17])[CH2:13][C:14]([CH3:16])=O.[NH2:25][C:26]([CH3:31])=[CH:27][N+:28]([O-:30])=[O:29]>C(O)C>[CH3:31][C:26]1[NH:25][C:14]([CH3:16])=[C:13]([C:12]([O:18][CH2:19][CH2:20][O:21][CH2:22][CH2:23][CH3:24])=[O:17])[CH:7]([C:6]2[CH:9]=[CH:10][CH:11]=[C:4]([N+:1]([O-:3])=[O:2])[CH:5]=2)[C:27]=1[N+:28]([O-:30])=[O:29]. Product: CC=1NC(=C(C(C1[N+](=O)[O-])C1=CC(=CC=C1)[N+](=O)[O-])C(=O)OCCOCCC)C (β-n-Propoxyethyl 1,4-dihydro-2,6-dimethyl-3-nitro-4-(3-nitrophenyl)-pyridine-5-carboxylate). Reactants: [N+](=O)([O-])C=1C=C(C=O)C=CC1 (3-nitrobenzaldehyde), C(CC(=O)C)(=O)OCCOCCC (β-n-propoxyethyl acetoacetate), NC(=C[N+](=O)[O-])C (2-amino-1-nitro-prop-1-ene). Procedure: 15.1 g (0.1 mol) of 3-nitrobenzaldehyde, together with 18.8 g (0.1 mol) of β-n-propoxyethyl acetoacetate and 10.2 g (0.1 mol) of 2-amino-1-nitro-prop-1-ene in 150 ml of ethanol, were heated uder reflux for 6 hours. After cooling, the solvent was distilled off in vacuo, and the oily residue was taken up in a small amount of chloroform and was chromatographed on a silica gel column, using chloroform with the addition of methanol. The fractions containing the product were concentrated, the residue ... The solvent is C(C)O (ethanol).